This data is from the Open Reaction Database (ORD), a public repository of structured organic reaction records. The task is: describe an organic reaction: reactants, conditions, products, and yield Reported procedure: Alternatively, the sulfonyl halide may be reacted with bisphenolate in the first stage in a molar ratio of more than 1:1 to 2:1 under the reaction conditions described. For example, if one mole of disodium-bis-(4-hydroxyphenyl)-sulfone is reacted with 2 moles of benzene sulfochloride, there is obtained bis-(4-phenylsulfonyloxyphenyl)-sulfone, which may then be condensed, in the subsequent polycondensation stage, again with one mole of disodium-bis-(4-hydroxyphenyl)-sulfone to form the polyether.... As a reaction SMILES: [Na][Na].[OH:3][C:4]1[CH:9]=[CH:8][C:7]([S:10]([C:13]2[CH:18]=[CH:17][C:16]([OH:19])=[CH:15][CH:14]=2)(=[O:12])=[O:11])=[CH:6][CH:5]=1.[S:20](Cl)([OH:23])(=[O:22])=O.[CH:25]1[CH:30]=[CH:29][CH:28]=[CH:27][CH:26]=1>>[C:25]1([S:20]([O:3][C:4]2[CH:5]=[CH:6][C:7]([S:10]([C:13]3[CH:18]=[CH:17][C:16]([O:19][S:10]([C:7]4[CH:8]=[CH:9][CH:4]=[CH:5][CH:6]=4)(=[O:12])=[O:11])=[CH:15][CH:14]=3)(=[O:12])=[O:11])=[CH:8][CH:9]=2)(=[O:23])=[O:22])[CH:30]=[CH:29][CH:28]=[CH:27][CH:26]=1 |f:0.1,2.3|. Yields the product C1(=CC=CC=C1)S(=O)(=O)OC1=CC=C(C=C1)S(=O)(=O)C1=CC=C(C=C1)OS(=O)(=O)C1=CC=CC=C1 (bis-(4-phenylsulfonyloxyphenyl)-sulfone). The reactants are S(=O)(=O)(O)Cl.C1=CC=CC=C1 (benzene sulfochloride), sulfonyl halide, bisphenolate, [Na][Na].OC1=CC=C(C=C1)S(=O)(=O)C1=CC=C(C=C1)O (disodium bis-(4-hydroxyphenyl)-sulfone). The reactants are [Al+3].[Cl-].[Cl-].[Cl-] (AlCl3), ice water, CN1N=CC(=C1)C=1C=C2C(=NC1)NC=C2 (5-(1-methyl-1H-pyrazol-4-yl)-1H-pyrolo[2,3-b]pyridine), ClC(C(=O)Cl)(Cl)Cl (trichloroacetyl chloride). Solvent: ClC(C)Cl (dichloroethane). Conditions: time 10 minute. The product is ClC(C(=O)C1=CNC2=NC=C(C=C21)C=2C=NN(C2)C)(Cl)Cl (2,2,2-trichloro-1-[5-(1-methyl-1H-pyrazol-4-yl)-1H-pyrrolo[2,3-b]-pyridin-3-yl]ethanone). Reaction SMILES: [Al+3].[Cl-].[Cl-].[Cl-].[CH3:5][N:6]1[CH:10]=[C:9]([C:11]2[CH:12]=[C:13]3[CH:19]=[CH:18][NH:17][C:14]3=[N:15][CH:16]=2)[CH:8]=[N:7]1.[Cl:20][C:21]([Cl:26])([Cl:25])[C:22](Cl)=[O:23]>ClC(Cl)C>[Cl:20][C:21]([Cl:26])([Cl:25])[C:22]([C:19]1[C:13]2[C:14](=[N:15][CH:16]=[C:11]([C:9]3[CH:8]=[N:7][N:6]([CH3:5])[CH:10]=3)[CH:12]=2)[NH:17][CH:18]=1)=[O:23] |f:0.1.2.3|. Reported procedure: 76.3 g of AlCl3 are suspended in 600 ml of dichloroethane under argon, and 22.7 g of the product 2 prepared above are incorporated in portions. During this addition, the orange solution changes colour to dark brown. After 10 min, 19.2 ml of trichloroacetyl chloride are slowly added dropwise. The reaction batch is cooled here using a water bath. When the addition is complete, the mixture is stirred at RT for a further 6 h before the suspension is filtered off with suction and the filter cake is w... Reactants: C1=CN(C=N1)C(=O)N2C=CN=C2 (CDI), [Li+].C[Si](C)(C)[N-][Si](C)(C)C (LiHMDS), CCOC(=O)C (EtOAc), C1CCOC1 (THF), S1CCC(CC1)C(=O)O (tetrahydro-2H-thiopyran-4-carboxylic acid), C1=CN(C=N1)C(=O)N2C=CN=C2 (CDI), C1CCOC1 (THF). Reaction conditions: time 1 hour. Product: C(C)OC(CC(=O)C1CC(CC1)C(=O)OCC)=O (Ethyl 3-(3-ethoxy-3-oxopropanoyl)cyclopentanecarboxylate). Reaction SMILES: S1[CH2:6][CH2:5][CH:4]([C:7]([OH:9])=[O:8])[CH2:3][CH2:2]1.C1N=CN(C(N2C=N[CH:19]=[CH:18]2)=O)C=1.[Li+].C[Si]([N-][Si](C)(C)C)(C)C.[CH3:32][CH2:33][O:34][C:35]([CH3:37])=[O:36].C1C[O:41][CH2:40]C1>>[CH2:33]([O:34][C:35](=[O:36])[CH2:37][C:40]([CH:2]1[CH2:6][CH2:5][CH:4]([C:7]([O:9][CH2:18][CH3:19])=[O:8])[CH2:3]1)=[O:41])[CH3:32] |f:2.3|. Reported procedure: To a solution of tetrahydro-2H-thiopyran-4-carboxylic acid (2.0 g, 13.7 mmol) in THF (25 mL) was added CDI (2.66 g, 1.20 eq). The mixture was stirred at rt for 1 h. To a solution of LiHMDS (1.0 M in THF, 29 mL) in THF (30 mL) at −78° C. was added EtOAc (2.90 mL) dropwise. The mixture was stirred at −78° C. for 1 h, then the acid/CDI mixture was added through an addition funnel over 30 min at −78° C. The mixture was stirred at −78° C. for 1 h then allowed to warm up to rt over 2 h. The reaction w... Reactants: aqueous solution, ammonium sulfide, O=C1NC=CC=C1C#N (2-oxo-1,2-dihydropyridine-3-carbonitrile). The solvent is CO (methanol). Reaction conditions: temperature 130 celsius. The product is O=C1NC=CC=C1C(N)=S (2-oxo-1,2-dihydropyridine-3-carbothioamide). As a reaction SMILES: [O:1]=[C:2]1[C:7]([C:8]#[N:9])=[CH:6][CH:5]=[CH:4][NH:3]1.[NH4+]=[S:11]>CO>[O:1]=[C:2]1[C:7]([C:8](=[S:11])[NH2:9])=[CH:6][CH:5]=[CH:4][NH:3]1. Procedure: To a suspension of 2-oxo-1,2-dihydropyridine-3-carbonitrile (0.211 g) in methanol (14 mL) was added a 40% aqueous solution of ammonium sulfide (0.50 mL). The reaction mixture was heated at 130° C. in a microwave reactor for 2 hours. The reaction mixture was concentrated. The residue obtained was triturated with methanol and the solid filtered to obtain the title compound (0.174 g) having the following physical data. Reactants: Cl.N[C@@H](CC(C)C)C(=O)N[C@@H](C(C)C)C(=O)N[C@@H](CC1=CC=CC=C1)C(=O)OC (L-leucyl-L-valyl-L-phenylalanine, methyl ester, hydrochloride), [I-].[Na+] (sodium iodide), C([O-])(O)=O.[Na+] (sodium bicarbonate), ClCC(=O)CCl.C(C)(C)(C)OC(=O)N[C@@H](CC(C)C)C(=O)O ([(t-butyloxy)carbonyl]-L-leucine chloromethyl ketone). Run in C(C)(=O)OCC (ethyl acetate), CCOCC (ether), CC(=O)C (acetone), CN(C=O)C (dimethylformamide), petroleum ether, CN(C=O)C (dimethylformamide). Conditions: time 8 hour. Yields the product C(C)(C)(C)OC(=O)N[C@H](C(CN[C@@H](CC(C)C)C(=O)N[C@@H](C(C)C)C(=O)N[C@@H](CC1=CC=CC=C1)C(=O)OC)=O)CC(C)C (N-[N-[N-[(3S)-3-[[(t-Butyloxy)carbonyl]amino]-2-oxo-5-methylhexyl]-L-leucyl]-L-valyl]-L-phenylalanine, methyl ester). Yield: 39.6%. Reaction SMILES: Cl.[NH2:2][C@H:3]([C:8]([NH:10][C@H:11]([C:15]([NH:17][C@H:18]([C:26]([O:28][CH3:29])=[O:27])[CH2:19][C:20]1[CH:25]=[CH:24][CH:23]=[CH:22][CH:21]=1)=[O:16])[CH:12]([CH3:14])[CH3:13])=[O:9])[CH2:4][CH:5]([CH3:7])[CH3:6].[I-].[Na+].[C:32](=O)(O)[O-].[Na+].ClCC(CCl)=O.[C:43]([O:47][C:48]([NH:50][C@H:51]([C:56]([OH:58])=O)[CH2:52][CH:53]([CH3:55])[CH3:54])=[O:49])([CH3:46])([CH3:45])[CH3:44]>CN(C)C=O.C(OCC)(=O)C.CCOCC.CC(C)=O>[C:43]([O:47][C:48]([NH:50][C@@H:51]([CH2:52][CH:53]([CH3:54])[CH3:55])[C:56](=[O:58])[CH2:32][NH:2][C@H:3]([C:8]([NH:10][C@H:11]([C:15]([NH:17][C@H:18]([C:26]([O:28][CH3:29])=[O:27])[CH2:19][C:20]1[CH:21]=[CH:22][CH:23]=[CH:24][CH:25]=1)=[O:16])[CH:12]([CH3:14])[CH3:13])=[O:9])[CH2:4][CH:5]([CH3:7])[CH3:6])=[O:49])([CH3:44])([CH3:45])[CH3:46] |f:0.1,2.3,4.5,6.7|. Procedure: A mixture of 856 mg (2 mmol) of L-leucyl-L-valyl-L-phenylalanine, methyl ester, hydrochloride, 100 mg (0.668 mmol) of sodium iodide, and 352 mg (4.2 mmol) of sodium bicarbonate in 3 ml of dimethylformamide was treated with 580 mg (2.2 mmol) of [(t-butyloxy)carbonyl]-L-leucine chloromethyl ketone dissolved in 2 ml of dimethylformamide, and the reaction was stirred at room temperature under a flow of nitrogen overnight. The reaction was then diluted with a mixture of 80 ml of ethyl acetate and 20 ... The reactants are compound 43a, C(C)OC(C(CC(C)C)C=1C=C(C=C(C1)C1CN(CCC1)C(C1=CC=C(C=C1)C(F)(F)F)=O)C1=CC=C(C=C1)C(F)(F)F)=O (4-Methyl-2-{4′-trifluoromethyl-5-[1-(4-trifluoromethyl-benzoyl)-piperidin-3-yl]-biphenyl-3-yl}-pentanoic acid ethyl ester), [OH-].[K+] (KOH). Conditions: temperature 78 celsius. Procedure: To a solution of compound 43a, 4-Methyl-2-{4′-trifluoromethyl-5-[1-(4-trifluoromethyl-benzoyl)-piperidin-3-yl]-biphenyl-3-yl}-pentanoic acid ethyl ester 60.0 mg, 0.097 mmol) in EtOH (4.8 ml) was added 2M KOH (0.48 ml, 0.48 mmol). The reaction was heated to 78° C. for 1.5 hours, cooled to room temperature, and concentrated in vacuo. Purification via Gilson HPLC, gave the product as a white lyophilate, (21.7 mg, 38%). 1H NMR (300 MHz, MeOD) δ ppm 0.88-0.96 (m, 6 H) 1.42-2.15 (m, 6 H) 2.70-3.24 (m,... RXN SMILES: C([O:3][C:4](=[O:44])[CH:5]([C:10]1[CH:11]=[C:12]([C:34]2[CH:39]=[CH:38][C:37]([C:40]([F:43])([F:42])[F:41])=[CH:36][CH:35]=2)[CH:13]=[C:14]([CH:16]2[CH2:21][CH2:20][CH2:19][N:18]([C:22](=[O:33])[C:23]3[CH:28]=[CH:27][C:26]([C:29]([F:32])([F:31])[F:30])=[CH:25][CH:24]=3)[CH2:17]2)[CH:15]=1)[CH2:6][CH:7]([CH3:9])[CH3:8])C.[OH-].[K+]>CCO>[CH3:8][CH:7]([CH3:9])[CH2:6][CH:5]([C:10]1[CH:11]=[C:12]([C:34]2[CH:39]=[CH:38][C:37]([C:40]([F:43])([F:41])[F:42])=[CH:36][CH:35]=2)[CH:13]=[C:14]([CH:16]2[CH2:21][CH2:20][CH2:19][N:18]([C:22](=[O:33])[C:23]3[CH:28]=[CH:27][C:26]([C:29]([F:31])([F:32])[F:30])=[CH:25][CH:24]=3)[CH2:17]2)[CH:15]=1)[C:4]([OH:44])=[O:3] |f:1.2|. The product is CC(CC(C(=O)O)C=1C=C(C=C(C1)C1CN(CCC1)C(C1=CC=C(C=C1)C(F)(F)F)=O)C1=CC=C(C=C1)C(F)(F)F)C (4-Methyl-2-{4′-trifluoromethyl-5-[1-(4-trifluoromethyl-benzoyl)-piperidin-3-yl]-biphenyl-3-yl}-pentanoic acid). The solvent is CCO (EtOH). Starting materials: CCOC(OCC)OCC, CC(=O)OC(C)=O, O=C(O)CC(=O)c1cc(F)c(F)cc1F. Yields the product CCOC=C(C(=O)O)C(=O)c1cc(F)c(F)cc1F. Reaction SMILES: [CH2:16]([CH3:17])[O:18][CH:19]([O:20][CH2:21][CH3:22])[O:23][CH2:24][CH3:25].[CH3:26][C:27]([O:28][C:29](=[O:30])[CH3:31])=[O:32].[F:1][c:2]1[c:3]([C:10]([CH2:11][C:12](=[O:13])[OH:14])=[O:15])[cH:4][c:5]([F:9])[c:6]([F:8])[cH:7]1>>[F:1][c:2]1[c:3]([C:10]([C:11]([C:12](=[O:13])[OH:14])=[CH:19][O:18][CH2:16][CH3:17])=[O:15])[cH:4][c:5]([F:9])[c:6]([F:8])[cH:7]1.